From a dataset of the Open Reaction Database (ORD), a public repository of structured organic reaction records. describe an organic reaction: reactants, conditions, products, and yield Starting materials: FC1=C(C=O)C=CC=C1Cl (2-fluoro-3-chlorobenzaldehyde), [H-].[Na+] (sodium hydride), SCC(=O)OC (methyl mercaptoacetate). Yields the product COC(=O)C=1SC2=C(C1)C=CC=C2Cl (Methyl7-chloro-1-benzothiophene-2-carboxylate). RXN SMILES: F[C:2]1[C:9]([Cl:10])=[CH:8][CH:7]=[CH:6][C:3]=1[CH:4]=O.[H-].[Na+].[SH:13][CH2:14][C:15]([O:17][CH3:18])=[O:16]>>[CH3:18][O:17][C:15]([C:14]1[S:13][C:2]2[C:9]([Cl:10])=[CH:8][CH:7]=[CH:6][C:3]=2[CH:4]=1)=[O:16] |f:1.2|. Procedure details: Using 1.0 g (6.31 mmol) of 2-fluoro-3-chlorobenzaldehyde, 0.38 g (9.46 mmol) of sodium hydride (60% pure) and 0.74 g (6.94 mmol) of methyl mercaptoacetate, 1.04 g (72.3% of theory) of the title compound are obtained. Reactants: COCCl, [Cl-], [H-], Nc1c(-c2cc(Cl)ccc2O)c2cc(C(F)(F)F)ccc2[nH]c1=O, [NH4+], [Na+], CN(C)C=O. Yields the product CNc1c(-c2cc(Cl)ccc2O)c2cc(C(F)(F)F)ccc2[nH]c1=O. Reaction SMILES: [CH3:27][O:28][CH2:29][Cl:30].[Cl-:31].[H-:1].[NH2:3][c:4]1[c:5](=[O:26])[nH:6][c:7]2[cH:8][cH:9][c:10]([C:22]([F:23])([F:24])[F:25])[cH:11][c:12]2[c:13]1-[c:14]1[c:15]([OH:21])[cH:16][cH:17][c:18]([Cl:20])[cH:19]1.[NH4+:32].[Na+:2].[O:33]=[CH:34][N:35]([CH3:36])[CH3:37]>>[NH:3]([c:4]1[c:5](=[O:26])[nH:6][c:7]2[cH:8][cH:9][c:10]([C:22]([F:23])([F:24])[F:25])[cH:11][c:12]2[c:13]1-[c:14]1[c:15]([OH:21])[cH:16][cH:17][c:18]([Cl:20])[cH:19]1)[CH3:27]. Reactants: CC=1C=C(C=CC1C)SCCCCOC=1C=C(C2=C(C(OC(N2)=O)(C)C)C1)C (6-[4-(3,4-dimethyl-phenylmercapto)-butoxy]-4,4,8-trimethyl-4H-3,1-benzoxazin-2-one), OO (hydrogen peroxide). The product is CC=1C=C(C=CC1C)S(=O)CCCCOC=1C=C(C2=C(C(OC(N2)=O)(C)C)C1)C (6-[4-(3,4-Dimethyl-phenylsulfinyl)-butoxy]-4,4,8-trimethyl-4H-3,1-benzoxazin-2-one). Reaction SMILES: [CH3:1][C:2]1[CH:3]=[C:4]([S:9][CH2:10][CH2:11][CH2:12][CH2:13][O:14][C:15]2[CH:16]=[C:17]([CH3:28])[C:18]3[NH:23][C:22](=[O:24])[O:21][C:20]([CH3:26])([CH3:25])[C:19]=3[CH:27]=2)[CH:5]=[CH:6][C:7]=1[CH3:8].[OH:29]O>>[CH3:1][C:2]1[CH:3]=[C:4]([S:9]([CH2:10][CH2:11][CH2:12][CH2:13][O:14][C:15]2[CH:16]=[C:17]([CH3:28])[C:18]3[NH:23][C:22](=[O:24])[O:21][C:20]([CH3:25])([CH3:26])[C:19]=3[CH:27]=2)=[O:29])[CH:5]=[CH:6][C:7]=1[CH3:8]. Procedure: Prepared analogously to Example 2 from 6-[4-(3,4-dimethyl-phenylmercapto)-butoxy]-4,4,8-trimethyl-4H-3,1-benzoxazin-2-one and hydrogen peroxide. Starting materials: P(=O)([O-])([O-])[O-] (phosphate), C(C)(=O)O (Acetic acid), [F-].C(CCC)[N+](CCCC)(CCCC)CCCC.C1CCOC1 (tetra-n-butylammonium fluoride THF), C(C=C)OC(=O)N1C[C@H](C[C@H]1C(=O)N(C)CC=1N2C(SC1)=CN=C2CNC(=O)OCC=C)SC=2[C@@H]([C@H]1N(C2C(=O)OCC=C)C([C@@H]1[C@@H](C)O[Si](C)(C)C(C)(C)C)=O)C (allyl(1R,5S,6S)-2-[(3S,5S)-1-allyloxycarbonyl-5-[N-[5-(allyloxycarbonylaminomethyl)imidazo[5,1-b]thiazol-3-yl]methyl-N-methylaminocarbonyl]pyrrolidin-3-yl]thio-6-[(1R)-1-(t-butyldimethylsilyloxy)ethyl]-1-methylcarbapen-2-em-3-carboxylate). Run in C1CCOC1 (THF). Run at time 27.5 hour. Yields the product C(C=C)OC(=O)N1C[C@H](C[C@H]1C(=O)N(C)CC=1N2C(SC1)=CN=C2CNC(=O)OCC=C)SC=2[C@@H]([C@H]1N(C2C(=O)OCC=C)C([C@@H]1[C@@H](C)O)=O)C (allyl(1R,5S,6S)-2-[(3S,5S)-1-allyloxycarbonyl-5-[N-[5-(allyloxycarbonylaminomethyl)imidazo[5,1-b]thiazol-3-yl]methyl-N-methylaminocarbonyl]pyrrolidin-3-yl]thio-6-((1R)-1-hydroxyethyl)-1-methylcarbapen-2-em-3-carboxylate). Isolated yield 81.8%. Reaction SMILES: C(O)(=O)C.[F-].C([N+](CCCC)(CCCC)CCCC)CCC.C1COCC1.[CH2:28]([O:31][C:32]([N:34]1[C@H:38]([C:39]([N:41]([CH2:43][C:44]2[N:45]3[C:51]([CH2:52][NH:53][C:54]([O:56][CH2:57][CH:58]=[CH2:59])=[O:55])=[N:50][CH:49]=[C:46]3[S:47][CH:48]=2)[CH3:42])=[O:40])[CH2:37][C@H:36]([S:60][C:61]2[C@H:62]([CH3:85])[C@@H:63]3[C@@H:73]([C@H:74]([O:76][Si](C(C)(C)C)(C)C)[CH3:75])[C:72](=[O:84])[N:64]3[C:65]=2[C:66]([O:68][CH2:69][CH:70]=[CH2:71])=[O:67])[CH2:35]1)=[O:33])[CH:29]=[CH2:30].P([O-])([O-])([O-])=O>C1COCC1>[CH2:28]([O:31][C:32]([N:34]1[C@H:38]([C:39]([N:41]([CH2:43][C:44]2[N:45]3[C:51]([CH2:52][NH:53][C:54]([O:56][CH2:57][CH:58]=[CH2:59])=[O:55])=[N:50][CH:49]=[C:46]3[S:47][CH:48]=2)[CH3:42])=[O:40])[CH2:37][C@H:36]([S:60][C:61]2[C@H:62]([CH3:85])[C@@H:63]3[C@@H:73]([C@H:74]([OH:76])[CH3:75])[C:72](=[O:84])[N:64]3[C:65]=2[C:66]([O:68][CH2:69][CH:70]=[CH2:71])=[O:67])[CH2:35]1)=[O:33])[CH:29]=[CH2:30] |f:1.2.3|. Procedure details: Acetic acid (0.30 ml) and 1.75 ml of a 1 M tetra-n-butylammonium fluoride/THF solution are added to a solution of 300 mg of allyl(1R,5S,6S)-2-[(3S,5S)-1-allyloxycarbonyl-5-[N-[5-(allyloxycarbonylaminomethyl)imidazo[5,1-b]thiazol-3-yl]methyl-N-methylaminocarbonyl]pyrrolidin-3-yl]thio-6-[(1R)-1-(t-butyldimethylsilyloxy)ethyl]-1-methylcarbapen-2-em-3-carboxylate in 5.2 ml of anhydrous THF, and the mixture is stirred in an argon atmosphere at room temperature for 27.5 hr. 1/15 M phosphate buffer (pH... The reactants are C(C1=CC=CC=C1)OC(=O)N1CCC(CC1)C(=O)OCC (1-(benzyloxycarbonyl)-4-ethoxycarbonyl-piperidine), C(C)(C)[N-]C(C)C.[Li+] (lithium di-isopropylamide), alkyl halide. Solvent: C1CCOC1 (THF), C1CCOC1 (THF), C(C)(=O)OCC (ethyl acetate), O (water). Run at time 1.5 hour. The product is CC1(CCNCC1)C(=O)OCC (4-Methyl-4-ethoxycarbonyl-piperidine). RXN SMILES: C(OC([N:11]1[CH2:16][CH2:15][CH:14]([C:17]([O:19][CH2:20][CH3:21])=[O:18])[CH2:13][CH2:12]1)=O)C1C=CC=CC=1.[CH:22]([N-]C(C)C)(C)C.[Li+]>C1COCC1.C(OCC)(=O)C.O>[CH3:22][C:14]1([C:17]([O:19][CH2:20][CH3:21])=[O:18])[CH2:13][CH2:12][NH:11][CH2:16][CH2:15]1 |f:1.2|. Procedure: 4-Methyl-4-ethoxycarbonyl-piperidine was prepared by alkylation of 1-(benzyloxycarbonyl)-4-ethoxycarbonyl-piperidine (J.Med.Chem 1994, 37, p 368)-2.6 g (10 mmol) 1. in 25 ml dry THF at -70° C., under argon, treated with 7 ml lithium di-isopropylamide solution (2M). Stirred 1.5 hours then a solution of 1.5 equivalents of alkyl halide in 5 ml of THF added dropwise. Reaction allowed to warm to ambient temperature over several hours, diluted with ethyl acetate and water. Aqueous layer extracted twic... Reactants: COC1=CC(=NC(=C1)C(=O)OCC)C(CBr)=O (4-methoxy-6-ethoxycarbonyl-2-(α-bromoacetyl)pyridine), C(C)OC=1C=C(C(=S)N)C=CC1OCC (3,4-diethoxythiobenzamide). The product is C(C)OC=1C=C(C=CC1OCC)C=1SC=C(N1)C1=NC(=CC(=C1)OC)C(=O)O (2-(3,4-diethoxyphenyl)-4-(4-methoxy-6-carboxy-2-pyridyl)thiazole). As a reaction SMILES: [CH3:1][O:2][C:3]1[CH:8]=[C:7]([C:9]([O:11]CC)=[O:10])[N:6]=[C:5]([C:14](=O)[CH2:15]Br)[CH:4]=1.[CH2:18]([O:20][C:21]1[CH:22]=[C:23]([CH:27]=[CH:28][C:29]=1[O:30][CH2:31][CH3:32])[C:24]([NH2:26])=[S:25])[CH3:19]>>[CH2:18]([O:20][C:21]1[CH:22]=[C:23]([C:24]2[S:25][CH:15]=[C:14]([C:5]3[CH:4]=[C:3]([O:2][CH3:1])[CH:8]=[C:7]([C:9]([OH:11])=[O:10])[N:6]=3)[N:26]=2)[CH:27]=[CH:28][C:29]=1[O:30][CH2:31][CH3:32])[CH3:19]. Reported procedure: A reaction was conducted in the same manner as in Example 1, by using 4-methoxy-6-ethoxycarbonyl-2-(α-bromoacetyl)pyridine and 3,4-diethoxythiobenzamide. Then, hydrolysis was conducted in the same manner as in Example 2 to obtain 2-(3,4-diethoxyphenyl)-4-(4-methoxy-6-carboxy-2-pyridyl)thiazole. Starting materials: ClC1=C(C=CC(=C1)O)C(C(C(F)(F)F)(O)C=1C=CC2=C(N(C(O2)=O)C)C1)C (5-[2-(2-chloro-4-hydroxy-phenyl)-1-hydroxy-1-trifluoromethyl-propyl]-3-methyl-3H-benzooxazol-2-one), COC(C1=CN=C(C(=C1)Cl)Cl)=O (methyl-5,6-dichloronicotinate). Yields the product COC(C1=CN=C(C(=C1)Cl)OC1=CC(=C(C=C1)C(C(C(F)(F)F)(C=1C=CC2=C(N(C(O2)=O)C)C1)O)C)Cl)=O (5-Chloro-6-{3-chloro-4-[3,3,3-trifluoro-2-hydroxy-1-methyl-2-(3-methyl-2-oxo-2,3-dihydro-benzooxazol-5-yl)-propyl]-phenoxy}-nicotinic acid methyl ester). RXN SMILES: [Cl:1][C:2]1[CH:7]=[C:6]([OH:8])[CH:5]=[CH:4][C:3]=1[CH:9]([CH3:27])[C:10]([C:16]1[CH:17]=[CH:18][C:19]2[O:23][C:22](=[O:24])[N:21]([CH3:25])[C:20]=2[CH:26]=1)([OH:15])[C:11]([F:14])([F:13])[F:12].[CH3:28][O:29][C:30](=[O:39])[C:31]1[CH:36]=[C:35]([Cl:37])[C:34](Cl)=[N:33][CH:32]=1>>[CH3:28][O:29][C:30](=[O:39])[C:31]1[CH:36]=[C:35]([Cl:37])[C:34]([O:8][C:6]2[CH:5]=[CH:4][C:3]([CH:9]([CH3:27])[C:10]([OH:15])([C:16]3[CH:17]=[CH:18][C:19]4[O:23][C:22](=[O:24])[N:21]([CH3:25])[C:20]=4[CH:26]=3)[C:11]([F:12])([F:13])[F:14])=[C:2]([Cl:1])[CH:7]=2)=[N:33][CH:32]=1. Reported procedure: The title compound was prepared in analogy to Example 174 from 5-[2-(2-chloro-4-hydroxy-phenyl)-1-hydroxy-1-trifluoromethyl-propyl]-3-methyl-3H-benzooxazol-2-one (obtained in Example 172) with methyl-5,6-dichloronicotinate [CAS Reg. No. 56055-54-0]. MS (m/e)=571.2 [M+H+]. Starting materials: COC(=O)C1CC(S(=O)(=O)c2ccccc2C(F)(F)F)CN1c1cc(C)nn1-c1ccnc2ccccc12, [Li+], [OH-]. The product is Cc1cc(N2CC(S(=O)(=O)c3ccccc3C(F)(F)F)CC2C(=O)O)n(-c2ccnc3ccccc23)n1. As a reaction SMILES: [CH3:1][O:2][C:3](=[O:4])[CH:5]1[N:6]([c:23]2[n:24](-[c:29]3[cH:30][cH:31][n:32][c:33]4[cH:34][cH:35][cH:36][cH:37][c:38]34)[n:25][c:26]([CH3:28])[cH:27]2)[CH2:7][CH:8]([S:10](=[O:11])(=[O:12])[c:13]2[c:14]([C:19]([F:20])([F:21])[F:22])[cH:15][cH:16][cH:17][cH:18]2)[CH2:9]1.[Li+:39].[OH-:40]>>[O:2]=[C:3]([OH:4])[CH:5]1[N:6]([c:23]2[n:24](-[c:29]3[cH:30][cH:31][n:32][c:33]4[cH:34][cH:35][cH:36][cH:37][c:38]34)[n:25][c:26]([CH3:28])[cH:27]2)[CH2:7][CH:8]([S:10](=[O:11])(=[O:12])[c:13]2[c:14]([C:19]([F:20])([F:21])[F:22])[cH:15][cH:16][cH:17][cH:18]2)[CH2:9]1. As a reaction SMILES: [F:1][C:2]1[CH:12]=[CH:11][C:5](/[CH:6]=[CH:7]/[C:8](O)=[O:9])=[CH:4][CH:3]=1.S(Cl)([Cl:15])=O>C1(C)C=CC=CC=1>[F:1][C:2]1[CH:12]=[CH:11][C:5](/[CH:6]=[CH:7]/[C:8]([Cl:15])=[O:9])=[CH:4][CH:3]=1. Run in C1(=CC=CC=C1)C (toluene). Reactants: FC1=CC=C(/C=C/C(=O)O)C=C1 (trans-4-fluorocinnamic acid), S(=O)(Cl)Cl (thionyl chloride). The yield is 105.3%. Product: FC1=CC=C(/C=C/C(=O)Cl)C=C1 (Trans-4-fluorocinnamoyl chloride). Reported procedure: A mixture of 15.0 g. (0.09 mole) of trans-4-fluorocinnamic acid (Compound LXXVI) and 30 ml. (0.41 mole) of thionyl chloride in 100 ml. of toluene is stirred at 70° C. for 18 hours, and the solvent is evaporated at reduced pressure to obtain the crude product (17.5 g. (>100%)). Reactants: ClC1=C(N)C=C(C(=C1)Cl)OC (2,4-dichloro-5-methoxyaniline), [H-].[Na+] (sodium hydride), ClC1=C2C(=NC=C1C#N)SC(=C2)I (4-chloro-2-iodothieno[2,3-b]pyridine-5-carbonitrile). Run in O1CCCC1 (tetrahydrofuran). Conditions: time 8 hour. Yields the product ClC1=C(C=C(C(=C1)Cl)OC)NC1=C2C(=NC=C1C#N)SC(=C2)I (4-[(2,4-dichloro-5-methoxyphenyl)amino]-2-iodothieno[2,3-b]pyridine-5-carbonitrile). Isolated yield 18.8%. Reaction SMILES: [Cl:1][C:2]1[CH:8]=[C:7]([Cl:9])[C:6]([O:10][CH3:11])=[CH:5][C:3]=1[NH2:4].[H-].[Na+].Cl[C:15]1[C:20]([C:21]#[N:22])=[CH:19][N:18]=[C:17]2[S:23][C:24]([I:26])=[CH:25][C:16]=12>O1CCCC1>[Cl:1][C:2]1[CH:8]=[C:7]([Cl:9])[C:6]([O:10][CH3:11])=[CH:5][C:3]=1[NH:4][C:15]1[C:20]([C:21]#[N:22])=[CH:19][N:18]=[C:17]2[S:23][C:24]([I:26])=[CH:25][C:16]=12 |f:1.2|. Reported procedure: A mixture of 2,4-dichloro-5-methoxyaniline (1.1 g, 5.7 mmol) and 60% sodium hydride (285 mg, 9.9 mmol) in 30 mL of tetrahydrofuran is heated at reflux for 1 hour. The solution is cooled and 4-chloro-2-iodothieno[2,3-b]pyridine-5-carbonitrile (1.0 g, 3.12 mmol) is added. The reaction mixture is heated at reflux for 5 hours then allowed to stir at room temperature overnight. The resultant dark solution is partitioned between ethyl acetate and water. The organic layer is washed with water, dried ov...